Dataset: the Open Reaction Database (ORD), a public repository of structured organic reaction records. Task: describe an organic reaction: reactants, conditions, products, and yield The reactants are [H-].[Al+3].[Li+].[H-].[H-].[H-] (lithium aluminium hydride), [OH-].[Na+] (sodiumhydroxide), [Cl-].[Cl-].[Cl-].[Al+3] (aluminium trichloride), C(#N)C=1COC2=CC=C(C=C2C1)F (3-cyano-6-fluoro-2H-chromene). The solvent is C(C)OCC (diethyl ether), O (water), C(C)OCC (diethyl ether), O (water), O1CCCC1 (tetrahydrofuran), C(C)OCC (diethyl ether). The product is NCC1COC2=CC=C(C=C2C1)F (3-aminomethyl-6-fluoro-chroman). Yield: 52.2%. As a reaction SMILES: [Cl-].[Cl-].[Cl-].[Al+3].[H-].[Al+3].[Li+].[H-].[H-].[H-].[C:11]([C:13]1[CH2:14][O:15][C:16]2[C:21]([CH:22]=1)=[CH:20][C:19]([F:23])=[CH:18][CH:17]=2)#[N:12].[OH-].[Na+]>C(OCC)C.O1CCCC1.O>[NH2:12][CH2:11][CH:13]1[CH2:22][C:21]2[C:16](=[CH:17][CH:18]=[C:19]([F:23])[CH:20]=2)[O:15][CH2:14]1 |f:0.1.2.3,4.5.6.7.8.9,11.12|. Procedure details: In an argon atmosphere, a mixture of 0.89 g (6.66 mmol) of aluminium trichloride in 40 ml of absolute diethyl ether is added dropwise while stirring at room temperature to a suspension of 1.52 g (40 mmol) of lithium aluminium hydride in 50 ml of absolute diethyl ether. Subsequently, a solution of 3.5 g (20 mmol) of 3-cyano-6-fluoro-2H-chromene in 50 ml of absolute tetrahydrofuran is added dropwise within a period of 20 minutes to the diethyl ether solution. The reaction mixture is then boiled un... Starting materials: COC1=CC=C(C=C1)O (p-methoxyphenol), C1CN2CCN1CC2 (DABCO), FC1=C(C(C=O)=CC(=C1)F)O (3,5-difluorosalicylaldehyde). Run in C(C=C)#N (acrylonitrile). Reaction conditions: temperature 75 celsius. The product is FC=1C=C2C=C(COC2=C(C1)F)C#N (6,8-difluoro-2H-chromene-3-carbonitrile). RXN SMILES: [F:1][C:2]1[CH:9]=[C:8]([F:10])[CH:7]=[C:4]([CH:5]=O)[C:3]=1[OH:11].CO[C:14]1[CH:19]=CC(O)=C[CH:15]=1.C1N2CC[N:23](CC2)C1>C(#N)C=C>[F:10][C:8]1[CH:7]=[C:4]2[C:3](=[C:2]([F:1])[CH:9]=1)[O:11][CH2:15][C:14]([C:19]#[N:23])=[CH:5]2. Procedure: 84 g (0.531 mol) of 3,5-difluorosalicylaldehyde are dissolved in 850 ml of acrylonitrile, 1 g (8 mmol) of p-methoxyphenol and 18 g (0.16 mol) of DABCO are added, and the mixture is heated overnight at 75° C. The batch is evaporated, the residue is taken up in dichloromethane, and the solution is filtered through silica gel, giving 6,8-difluoro-2H-chromene-3-carbonitrile, which is sufficiently pure for further reactions. RXN SMILES: [CH3:24][O:25][NH2:26].[CH3:28][C:29](=[O:30])[O-:31].[CH3:32][CH2:33][OH:34].[ClH:23].[NH2:1][c:2]1[c:3]([NH:8][c:9]2[cH:10][cH:11][c:12]([C:13](=[O:14])[c:15]3[cH:16][cH:17][cH:18][cH:19][cH:20]3)[cH:21][cH:22]2)[cH:4][cH:5][cH:6][cH:7]1.[Na+:27]>>[ClH:23].[NH2:1][c:2]1[c:3]([NH:8][c:9]2[cH:10][cH:11][c:12]([C:13]([c:15]3[cH:16][cH:17][cH:18][cH:19][cH:20]3)=[N:26][O:25][CH3:24])[cH:21][cH:22]2)[cH:4][cH:5][cH:6][cH:7]1. The reactants are CON, CC(=O)[O-], CCO, Cl, Nc1ccccc1Nc1ccc(C(=O)c2ccccc2)cc1, [Na+]. The product is Cl, CON=C(c1ccccc1)c1ccc(Nc2ccccc2N)cc1. The reactants are CC(C)(C)c1ccc2c(c1)Cc1cc(C(C)(C)C)ccc1-2, O=C([O-])O, [Li]CCCC, C=CCOc1c([SiH](C)CCCl)cc(C)cc1C(C)(C)C, C1CCOC1, Cc1ccccc1, CCCCCC, [Na+], [Na+], [Na+], O=C([O-])[O-]. Yields the product C=CCOc1c([SiH](C)CCC2c3cc(C(C)(C)C)ccc3-c3ccc(C(C)(C)C)cc32)cc(C)cc1C(C)(C)C. RXN SMILES: [C:1]([CH3:2])([CH3:3])([CH3:4])[c:5]1[cH:6][c:7]2[c:15]([cH:16][cH:17]1)-[c:14]1[c:9]([cH:10][c:11]([C:18]([CH3:19])([CH3:20])[CH3:21])[cH:12][cH:13]1)[CH2:8]2.[C:47](=[O:48])([O-:49])[OH:50].[CH2:22]([Li:23])[CH2:24][CH2:25][CH3:26].[CH2:27]([CH:28]=[CH2:29])[O:30][c:31]1[c:32]([SiH:42]([CH3:43])[CH2:44][CH2:45][Cl:46])[cH:33][c:34]([CH3:41])[cH:35][c:36]1[C:37]([CH3:38])([CH3:39])[CH3:40].[CH2:58]1[O:59][CH2:60][CH2:61][CH2:62]1.[CH3:63][c:64]1[cH:65][cH:66][cH:67][cH:68][cH:69]1.[CH3:70][CH2:71][CH2:72][CH2:73][CH2:74][CH3:75].[Na+:51].[Na+:52].[Na+:53].[O-:54][C:55](=[O:56])[O-:57]>>[C:1]([CH3:2])([CH3:3])([CH3:4])[c:5]1[cH:6][c:7]2[c:15]([cH:16][cH:17]1)-[c:14]1[c:9]([cH:10][c:11]([C:18]([CH3:19])([CH3:20])[CH3:21])[cH:12][cH:13]1)[CH:8]2[CH2:45][CH2:44][SiH:42]([c:32]1[c:31]([O:30][CH2:27][CH:28]=[CH2:29])[c:36]([C:37]([CH3:38])([CH3:39])[CH3:40])[cH:35][c:34]([CH3:41])[cH:33]1)[CH3:43]. Reactants: COC1=NC(=NC(=C1)OC)OC(C(=O)OC)C(C)(C1=CC=CC=C1)C1=CC=CC=C1 (methyl 2-(4,6-dimethoxy-2-pyrimidinyloxy)-3,3-diphenylbutyrate), [OH-].[K+] (KOH). Run in O1CCOCC1 (dioxane). Reaction conditions: temperature 90 celsius, time 6 hour. Yields the product COC1=NC(=NC(=C1)OC)OC(C(=O)O)C(C)(C1=CC=CC=C1)C1=CC=CC=C1 (2-(4,6-dimethoxy-2-pyrimidinyloxy)-3,3-diphenylbutyric acid). The yield is 64.5%. RXN SMILES: [CH3:1][O:2][C:3]1[CH:8]=[C:7]([O:9][CH3:10])[N:6]=[C:5]([O:11][CH:12]([C:17]([C:25]2[CH:30]=[CH:29][CH:28]=[CH:27][CH:26]=2)([C:19]2[CH:24]=[CH:23][CH:22]=[CH:21][CH:20]=2)[CH3:18])[C:13]([O:15]C)=[O:14])[N:4]=1.[OH-].[K+]>O1CCOCC1>[CH3:10][O:9][C:7]1[CH:8]=[C:3]([O:2][CH3:1])[N:4]=[C:5]([O:11][CH:12]([C:17]([C:25]2[CH:30]=[CH:29][CH:28]=[CH:27][CH:26]=2)([C:19]2[CH:20]=[CH:21][CH:22]=[CH:23][CH:24]=2)[CH3:18])[C:13]([OH:15])=[O:14])[N:6]=1 |f:1.2|. Procedure details: 1.8 g (4.4 mmol) of methyl 2-(4,6-dimethoxy-2-pyrimidinyloxy)-3,3-diphenylbutyrate were dissolved in 25 ml of dioxane, and 26.5 ml (26.5 mmol) of a 1M KOH solution were added, and the mixture was stirred at 90° C. for 6 hours. The mixture was then concentrated, taken up in water and extracted three times with ethyl acetate. The combined organic phases were dried over MgSO4 and evaporated. The residue was recrystallized from ethanol. 1.12 g (65%) of 2-(4,6-dimethoxy-2-pyrimidinyloxy)-3,3-diphenyl... Starting materials: N(=NC(=O)OCC)C(=O)OCC (diethyl azodicarboxylate), FC(C1=CC=C(C=C1)O)(F)F (4-trifluoromethylphenol), C1(=CC=CC=C1)P(C1=CC=CC=C1)C1=CC=CC=C1 (triphenylphosphine), C1(=CC=CC=C1)C(N1C=NC(=C1)CCCO)(C1=CC=CC=C1)C1=CC=CC=C1 (1-triphenylmethyl-4-(3-hydroxypropyl)-1H-imidazole). The solvent is O1CCCC1 (tetrahydrofuran), O1CCCC1 (tetrahydrofuran). Reaction conditions: time 5 minute. Product: monohydrate, C1(=CC=CC=C1)C(N1C=NC(=C1)CCCOC1=CC=C(C=C1)C(F)(F)F)(C1=CC=CC=C1)C1=CC=CC=C1 (1-triphenylmethyl-4-[3-(4-trifluoromethylphenoxy)propyl]-1H-imidazole). RXN SMILES: [F:1][C:2]([F:11])([F:10])[C:3]1[CH:8]=[CH:7][C:6]([OH:9])=[CH:5][CH:4]=1.C1(P(C2C=CC=CC=2)C2C=CC=CC=2)C=CC=CC=1.[C:31]1([C:37]([C:53]2[CH:58]=[CH:57][CH:56]=[CH:55][CH:54]=2)([C:47]2[CH:52]=[CH:51][CH:50]=[CH:49][CH:48]=2)[N:38]2[CH:42]=[C:41]([CH2:43][CH2:44][CH2:45]O)[N:40]=[CH:39]2)[CH:36]=[CH:35][CH:34]=[CH:33][CH:32]=1.N(C(OCC)=O)=NC(OCC)=O>O1CCCC1>[C:53]1([C:37]([C:31]2[CH:32]=[CH:33][CH:34]=[CH:35][CH:36]=2)([C:47]2[CH:48]=[CH:49][CH:50]=[CH:51][CH:52]=2)[N:38]2[CH:42]=[C:41]([CH2:43][CH2:44][CH2:45][O:9][C:6]3[CH:5]=[CH:4][C:3]([C:2]([F:10])([F:11])[F:1])=[CH:8][CH:7]=3)[N:40]=[CH:39]2)[CH:58]=[CH:57][CH:56]=[CH:55][CH:54]=1. Reported procedure: 5 ml of tetrahydrofuran, 129 mg (0.8 mmol) of 4-trifluoromethylphenol and 209 mg (0.8mmol) of triphenylphosphine are added, under nitrogen, to 280 mg (0.76 mmol) of 1-triphenylmethyl-4-(3-hydroxypropyl)-1H-imidazole. The resulting mixture is stirred for 5 min. 139 mg (0.8 mmol) of diethyl azodicarboxylate in 5 ml of tetrahydrofuran are then slowly added. Stirring is continued at room temperature for 3 hours under nitrogen. The solvent is then evaporated and the residue is then chromatographed on... Procedure details: To a solution of 2-Tetrazol-1-yl-benzamide (1.5 g, 7.9 mmol) in tetrahydrofuran (50 ml) was added (methoxycarbonylsulfamoyl)ammonium hydroxide, inner salt (2.8 g, 11.8 mmol) in three portions over 1.5 h. Water was added and the reaction mixture was extracted with ethyl acetate. The combined organic layers were washed with brine. Drying and solvent evaporation gave 2-Tetrazol-1-yl-benzonitrile; 1H NMR (CDCl3, 400 MHz) δ9.27 (s, 1H), 7.90 (m, 3H), 7.72 (m, 1H). Yields the product N1(N=NN=C1)C1=C(C#N)C=CC=C1 (2-Tetrazol-1-yl-benzonitrile). Starting materials: N1(N=NN=C1)C1=C(C(=O)N)C=CC=C1 (2-Tetrazol-1-yl-benzamide), [OH-].COC(=O)NS(=O)(=O)[NH3+] ((methoxycarbonylsulfamoyl)ammonium hydroxide), salt, O (Water). Run in O1CCCC1 (tetrahydrofuran). As a reaction SMILES: [N:1]1([C:6]2[CH:14]=[CH:13][CH:12]=[CH:11][C:7]=2[C:8]([NH2:10])=O)[CH:5]=[N:4][N:3]=[N:2]1.[OH-].COC(NS([NH3+])(=O)=O)=O.O>O1CCCC1>[N:1]1([C:6]2[CH:14]=[CH:13][CH:12]=[CH:11][C:7]=2[C:8]#[N:10])[CH:5]=[N:4][N:3]=[N:2]1 |f:1.2|.